This data is from the Open Reaction Database (ORD), a public repository of structured organic reaction records. The task is: describe an organic reaction: reactants, conditions, products, and yield Reactants: COC=1C(=NC(=CC1)C)[N+](=O)[O-] (3-methoxy-6-methyl-2-nitropyridine), BrN1C(CCC1=O)=O (N-bromosuccinimide). Reagents/catalysts: [W] (tungsten). Run in C(Cl)(Cl)(Cl)Cl (CCl4). Yields the product COC=1C(=NC(=CC1)C=O)[N+](=O)[O-] (3-Methoxy-2-nitropyridine-6-carboxaldehyde). The yield is 25.0%. RXN SMILES: [CH3:1][O:2][C:3]1[C:4]([N+:10]([O-:12])=[O:11])=[N:5][C:6]([CH3:9])=[CH:7][CH:8]=1.BrN1C(=[O:19])CCC1=O>C(Cl)(Cl)(Cl)Cl.[W]>[CH3:1][O:2][C:3]1[C:4]([N+:10]([O-:12])=[O:11])=[N:5][C:6]([CH:9]=[O:19])=[CH:7][CH:8]=1. Reported procedure: A mixture of 3-methoxy-6-methyl-2-nitropyridine (S. Lindstrom, T. Ahmad and S. Grivas, Heterocycles (1994), 38(3), 529-540) (30 mmole) and N-bromosuccinimide (60 mmole) in CCl4 (50 ml) was refluxed under a 500 watt tungsten lamp for 16 hours, cooled, filtered and evaporated. A portion (2.4 g) of the crude product was mixed with sodium formate (1 g), water (1 ml) and ethanol (7 ml), refluxed for 24 hours, cooled and concentrated to low volume. The residue was partitioned between dichloromethane a... Starting materials: ClC1=NC=C(C=C1)C(F)(F)F (2-Chloro-5-(trifluoromethyl)pyridine), O.NN (hydrazine monohydrate). Solvent: C(C)O (ethanol). Reaction conditions: temperature 100 celsius, time 3 hour. Product: Cl.FC(C=1C=CC(=NC1)NN)(F)F (5-trifluoromethylpyridin-2-ylhydrazine hydrochloride). Reaction SMILES: [Cl:1][C:2]1[CH:7]=[CH:6][C:5]([C:8]([F:11])([F:10])[F:9])=[CH:4][N:3]=1.O.[NH2:13][NH2:14]>C(O)C>[ClH:1].[F:9][C:8]([F:11])([F:10])[C:5]1[CH:6]=[CH:7][C:2]([NH:13][NH2:14])=[N:3][CH:4]=1 |f:1.2,4.5|. Procedure: 2-Chloro-5-(trifluoromethyl)pyridine (25 g) and hydrazine monohydrate (100%) (100 ml) were added to ethanol (60 ml) and stirred at 100° C. for three hours. The reaction solution was concentrated in vacuo, chloroform and water were added to the residue, the organic layer was separated and dried over anhydrous sodium sulfate. The solvent was exaporated in vacuo and 4N hydrochloric acid ethanol solution was added to the residue to give 5-trifluoromethylpyridin-2-ylhydrazine hydrochloride (15.4 g). Reactants: C1COCCN1, CN(C)C=O, O=C(Nc1nccs1)C(CC1CCOCC1)c1ccc(S(=O)(=O)Cl)cc1. Yields the product O=C(Nc1nccs1)C(CC1CCOCC1)c1ccc(S(=O)(=O)N2CCOCC2)cc1. RXN SMILES: [CH2:1]1[CH2:2][O:3][CH2:4][CH2:5][NH:6]1.[O:33]=[CH:34][N:35]([CH3:36])[CH3:37].[O:7]1[CH2:8][CH2:9][CH:10]([CH2:13][CH:14]([C:15]([NH:16][c:17]2[s:18][cH:19][cH:20][n:21]2)=[O:22])[c:23]2[cH:24][cH:25][c:26]([S:29](=[O:30])(=[O:31])[Cl:32])[cH:27][cH:28]2)[CH2:11][CH2:12]1>>[CH2:1]1[CH2:2][O:3][CH2:4][CH2:5][N:6]1[S:29]([c:26]1[cH:25][cH:24][c:23]([CH:14]([CH2:13][CH:10]2[CH2:9][CH2:8][O:7][CH2:12][CH2:11]2)[C:15]([NH:16][c:17]2[s:18][cH:19][cH:20][n:21]2)=[O:22])[cH:28][cH:27]1)(=[O:30])=[O:31]. The reactants are CCn1c(-c2nonc2N)nc2cnc(Br)cc21, O=C([O-])[O-], Cc1ccccc1, COCCOC, CS(C)=O, [Cs+], [Cs+], [Cu]I, Nc1ccccc1, CN1CCN(C(=O)CCC(=O)c2cccc(O)c2)CC1, c1cnc2c(c1)ccc1cccnc12. Product: CCn1c(-c2nonc2N)nc2cnc(Oc3cccc(C(=O)CCC(=O)N4CCN(C)CC4)c3)cc21. As a reaction SMILES: [Br:1][c:2]1[cH:3][c:4]2[c:5]([cH:6][n:7]1)[n:8][c:9](-[c:13]1[c:14]([NH2:18])[n:15][o:16][n:17]1)[n:10]2[CH2:11][CH3:12].[C:60](=[O:61])([O-:62])[O-:63].[CH3:66][c:67]1[cH:68][cH:69][cH:70][cH:71][cH:72]1.[CH3:73][O:74][CH2:75][CH2:76][O:77][CH3:78].[CH3:81][S:82]([CH3:83])=[O:84].[Cs+:64].[Cs+:65].[Cu:79][I:80].[NH2:19][c:20]1[cH:21][cH:22][cH:23][cH:24][cH:25]1.[OH:26][c:27]1[cH:28][c:29]([C:33]([CH2:34][CH2:35][C:36](=[O:37])[N:38]2[CH2:39][CH2:40][N:41]([CH3:44])[CH2:42][CH2:43]2)=[O:45])[cH:30][cH:31][cH:32]1.[cH:46]1[cH:47][c:48]2[cH:49][cH:50][c:51]3[c:52]([c:53]2[n:54][cH:55]1)[n:56][cH:57][cH:58][cH:59]3>>[c:2]1([O:26][c:27]2[cH:28][c:29]([C:33]([CH2:34][CH2:35][C:36](=[O:37])[N:38]3[CH2:39][CH2:40][N:41]([CH3:44])[CH2:42][CH2:43]3)=[O:45])[cH:30][cH:31][cH:32]2)[cH:3][c:4]2[c:5]([cH:6][n:7]1)[n:8][c:9](-[c:13]1[c:14]([NH2:18])[n:15][o:16][n:17]1)[n:10]2[CH2:11][CH3:12].